Dataset: the Open Reaction Database (ORD), a public repository of structured organic reaction records. Task: describe an organic reaction: reactants, conditions, products, and yield The reactants are ClC1=NC=C(C(=O)NC2=CC=C(C=C2)F)C=C1 (6-chloro-N-(4-fluoro-phenyl)-nicotinamide), CC(C)([O-])C.[K+] (potassium tert-butoxide), ice water, C(CS)(=O)OC (methyl thioglycolate). Solvent: C1CCOC1 (THF). Conditions: time 1 minute. Product: C(C)OC(CSC1=NC=C(C=C1)C(NC1=CC=C(C=C1)F)=O)=O ([5-(4-fluoro-phenylcarbamoyl)-pyridin-2-ylsulfanyl]-acetic acid ethyl ester). Yield: 31.3%. As a reaction SMILES: Cl[C:2]1[CH:17]=[CH:16][C:5]([C:6]([NH:8][C:9]2[CH:14]=[CH:13][C:12]([F:15])=[CH:11][CH:10]=2)=[O:7])=[CH:4][N:3]=1.[CH3:18]C(C)([O-])C.[K+].[C:24]([O:28][CH3:29])(=[O:27])[CH2:25][SH:26]>C1COCC1>[CH2:29]([O:28][C:24](=[O:27])[CH2:25][S:26][C:2]1[CH:17]=[CH:16][C:5]([C:6](=[O:7])[NH:8][C:9]2[CH:14]=[CH:13][C:12]([F:15])=[CH:11][CH:10]=2)=[CH:4][N:3]=1)[CH3:18] |f:1.2|. Procedure details: To a solution of 6-chloro-N-(4-fluoro-phenyl)-nicotinamide (0.21 g, 0.84 mmol) in 5 mL of THF was added potassium tert-butoxide (0.19 g, 1.68 mmol) in one portion and stirred for 1 minute. To the suspension was added methyl thioglycolate (0.15 mL, 1.68 mmol) dropwise over 1 minute. The mixture was stirred for 12 h then poured into ice water and the solids collected. Purification by trituration using ethyl acetate/hexanes gave 88 mg (33%) of the desired product as a white solid: 1H NMR (300 MHz, ... Starting materials: ClC1=NC(=C2N=CN(C2=N1)C)NC=1C=NC(=CC1)Cl ((2-chloro-9-methyl-9H-purin-6-yl)(6-chloro-pyridin-3-yl)-amine), O.NN (hydrazine monohydrate). Yields the product ClC1=CC=C(C=N1)NC1=C2N=CN(C2=NC(=N1)NN)C ((6-Chloro-pyridin-3-yl)-(2-hydrazino-9-methyl-9H-purin-6-yl)-amine). RXN SMILES: Cl[C:2]1[N:10]=[C:9]2[C:5]([N:6]=[CH:7][N:8]2[CH3:11])=[C:4]([NH:12][C:13]2[CH:14]=[N:15][C:16]([Cl:19])=[CH:17][CH:18]=2)[N:3]=1.O.[NH2:21][NH2:22]>>[Cl:19][C:16]1[N:15]=[CH:14][C:13]([NH:12][C:4]2[N:3]=[C:2]([NH:21][NH2:22])[N:10]=[C:9]3[C:5]=2[N:6]=[CH:7][N:8]3[CH3:11])=[CH:18][CH:17]=1 |f:1.2|. Procedure: Was prepared according to Example 8 from (2-chloro-9-methyl-9H-purin-6-yl)(6-chloro-pyridin-3-yl)-amine and hydrazine monohydrate. The reactants are Cl (hydrochloric acid), [N+](=O)([O-])[O-].[Na+] (sodium nitrate), NC1=C2C(C(=C(C(C2=CC=C1)=O)OC)OC)=O (5-amino-2,3-dimethoxy-1,4-naphthoquinone), C(C)(=O)O (acetic acid), Cl (hydrochloric acid), cuprous chloride, N(=O)[O-].[Na+] (sodium nitrite), cuprous chloride. Run in O (water), O (water), O (Water). Run at temperature -5 celsius. Yields the product ClC1=C2C(C(=C(C(C2=CC=C1)=O)OC)OC)=O (5-chloro-2,3-dimethoxy-1,4-naphthoquinone). RXN SMILES: [N+]([O-])([O-])=O.[Na+].N[C:7]1[CH:16]=[CH:15][CH:14]=[C:13]2[C:8]=1[C:9](=[O:22])[C:10]([O:20][CH3:21])=[C:11]([O:18][CH3:19])[C:12]2=[O:17].C(O)(=O)C.N([O-])=O.[Na+].[ClH:31]>O>[Cl:31][C:7]1[CH:16]=[CH:15][CH:14]=[C:13]2[C:8]=1[C:9](=[O:22])[C:10]([O:20][CH3:21])=[C:11]([O:18][CH3:19])[C:12]2=[O:17] |f:0.1,4.5|. Procedure details: A solution of sodium nitrate (0.69 g, 10 mmol) in water (5 ml) was added at 0°-5° C. to a solution of 5-amino-2,3-dimethoxy-1,4-naphthoquinone (1.17 g, 5 mmol) in 5:1 acetic acid:water (25 ml) containing concentrated hydrochloric acid (1.7 ml). A further quantity of sodium nitrite (0.69 g) was then added to the reaction mixture after cooling to -5° C., followed by a solution of cuprous chloride (0.6 g) in concentrated hydrochloric acid (5 ml). The mixture was allowed to warm to 22° C. and solid ... The reactants are ClCCCCCBr, O=C([O-])[O-], CC#N, [K+], [K+], O, Oc1ccc(C2=C(c3ccccc3)CCCc3ccccc32)cc1. The product is ClCCCCCOc1ccc(C2=C(c3ccccc3)CCCc3ccccc32)cc1. Reaction SMILES: [Br:31][CH2:32][CH2:33][CH2:34][CH2:35][CH2:36][Cl:37].[C:25](=[O:26])([O-:27])[O-:28].[CH3:39][C:40]#[N:41].[K+:29].[K+:30].[OH2:38].[c:1]1([C:7]2=[C:8]([c:18]3[cH:19][cH:20][c:21]([OH:24])[cH:22][cH:23]3)[c:9]3[c:10]([cH:14][cH:15][cH:16][cH:17]3)[CH2:11][CH2:12][CH2:13]2)[cH:2][cH:3][cH:4][cH:5][cH:6]1>>[c:1]1([C:7]2=[C:8]([c:18]3[cH:19][cH:20][c:21]([O:24][CH2:32][CH2:33][CH2:34][CH2:35][CH2:36][Cl:37])[cH:22][cH:23]3)[c:9]3[c:10]([cH:14][cH:15][cH:16][cH:17]3)[CH2:11][CH2:12][CH2:13]2)[cH:2][cH:3][cH:4][cH:5][cH:6]1. Starting materials: C(O)([O-])=O.[Na+] (sodium hydrogen carbonate), NCCC1=CC=C(OCCCCC2=CC(=C(C=C2)O)[C@H](CCN(C(C)C)C(C)C)C2=CC=CC=C2)C=C1 (4-{4-[4-(2-aminoethyl)phenoxy]butyl}-2-[(1R)-3-(diisopropylamino)-1-phenylpropyl]phenol), C(C1=CC=CC=C1)OC1=C(C=C(C=C1)[C@H](CBr)O[Si](C)(C)C(C)(C)C)NC=O (N-{2-(benzyloxy)-5-[(1R)-2-bromo-1-{[tert-butyl(dimethyl)silyl]oxy}ethyl]phenyl}formamide), Cl.Cl.NCCC1=CC=C(OCCCCC2=CC(=C(C=C2)O)[C@H](CCN(C(C)C)C(C)C)C2=CC=CC=C2)C=C1 (4-{4-[4-(2-aminoethyl)phenoxy]butyl}-2-[(1R)-3-(diisopropylamino)-1-phenylpropyl]phenol bis hydrochloride salt), C(O)([O-])=O.[Na+] (sodium hydrogen carbonate), [I-].[K+] (potassium iodide), C(CC)#N (propionitrile). Solvent: C(C)(=O)OCC (ethyl acetate). Conditions: temperature 90 celsius, time 8 hour. Product: N (ammonia), C(C1=CC=CC=C1)OC1=C(C=C(C=C1)[C@H](CNCCC1=CC=C(C=C1)OCCCCC1=CC(=C(C=C1)O)[C@H](CCN(C(C)C)C(C)C)C1=CC=CC=C1)O[Si](C)(C)C(C)(C)C)NC=O (N-{2-(benzyloxy)-5-[(1R)-1-{[tert-butyl(dimethyl)silyl]oxy}-2-({2-[4-(4-{3-[(1R)-3-(diisopropylamino)-1-phenylpropyl]-4-hydroxyphenyl}butoxy)phenyl]ethyl}amino)ethyl]phenyl}formamide). As a reaction SMILES: [CH2:1]([O:8][C:9]1[CH:14]=[CH:13][C:12]([C@@H:15]([O:18][Si:19]([C:22]([CH3:25])([CH3:24])[CH3:23])([CH3:21])[CH3:20])[CH2:16]Br)=[CH:11][C:10]=1[NH:26][CH:27]=[O:28])[C:2]1[CH:7]=[CH:6][CH:5]=[CH:4][CH:3]=1.Cl.Cl.[NH2:31][CH2:32][CH2:33][C:34]1[CH:67]=[CH:66][C:37]([O:38][CH2:39][CH2:40][CH2:41][CH2:42][C:43]2[CH:48]=[CH:47][C:46]([OH:49])=[C:45]([C@@H:50]([C:60]3[CH:65]=[CH:64][CH:63]=[CH:62][CH:61]=3)[CH2:51][CH2:52][N:53]([CH:57]([CH3:59])[CH3:58])[CH:54]([CH3:56])[CH3:55])[CH:44]=2)=[CH:36][CH:35]=1.C(=O)([O-])O.[Na+].[I-].[K+].C(#N)CC.NCCC1C=CC(OCCCCC2C=CC(O)=C([C@@H](C3C=CC=CC=3)CCN(C(C)C)C(C)C)C=2)=CC=1>C(OCC)(=O)C>[NH3:26].[CH2:1]([O:8][C:9]1[CH:14]=[CH:13][C:12]([C@@H:15]([O:18][Si:19]([C:22]([CH3:25])([CH3:24])[CH3:23])([CH3:21])[CH3:20])[CH2:16][NH:31][CH2:32][CH2:33][C:34]2[CH:35]=[CH:36][C:37]([O:38][CH2:39][CH2:40][CH2:41][CH2:42][C:43]3[CH:48]=[CH:47][C:46]([OH:49])=[C:45]([C@@H:50]([C:60]4[CH:61]=[CH:62][CH:63]=[CH:64][CH:65]=4)[CH2:51][CH2:52][N:53]([CH:54]([CH3:56])[CH3:55])[CH:57]([CH3:58])[CH3:59])[CH:44]=3)=[CH:66][CH:67]=2)=[CH:11][C:10]=1[NH:26][CH:27]=[O:28])[C:2]1[CH:7]=[CH:6][CH:5]=[CH:4][CH:3]=1 |f:1.2.3,4.5,6.7|. Reported procedure: N-{2-(benzyloxy)-5-[(1R)-2-bromo-1-{[tert-butyl(dimethyl)silyl]oxy}ethyl]phenyl}formamide (Prepared according to US2005/215590, 500 mg, 1.1 mmol), 4-{4-[4-(2-aminoethyl)phenoxy]butyl}-2-[(1R)-3-(diisopropylamino)-1-phenylpropyl]phenol bis hydrochloride salt (Preparation 13, 745 mg, 1.3 mmol), sodium hydrogen carbonate (550 mg, 6.5 mmol) and potassium iodide (50 mg, 0.30 mmol) were added to propionitrile (8 ml) and heated to 90° C. and left to stir overnight. Further 4-{4-[4-(2-aminoethyl)phenoxy... Starting materials: Nitro, [N+](=O)([O-])C1=C(C(=O)NC2=CC=C(C=C2)C=2SC3=C(N2)C=CC(=C3)C)C=CC=C1 (2-nitro-N-[4-(6-methylbenzothiazol-2-yl)-phenyl]-benzamide), O.O.[Sn](Cl)Cl (tin (II) chloride dihydrate). The solvent is CCO (EtOH). Product: NC1=C(C(=O)NC2=CC=C(C=C2)C=2SC3=C(N2)C=CC(=C3)C)C=CC=C1 (2-Amino-N-[4-(6-methylbenzothiazol-2-yl)-phenyl]-benzamide). Isolated yield 13.7%. RXN SMILES: [N+:1]([C:4]1[CH:28]=[CH:27][CH:26]=[CH:25][C:5]=1[C:6]([NH:8][C:9]1[CH:14]=[CH:13][C:12]([C:15]2[S:16][C:17]3[CH:23]=[C:22]([CH3:24])[CH:21]=[CH:20][C:18]=3[N:19]=2)=[CH:11][CH:10]=1)=[O:7])([O-])=O.O.O.[Sn](Cl)Cl>CCO>[NH2:1][C:4]1[CH:28]=[CH:27][CH:26]=[CH:25][C:5]=1[C:6]([NH:8][C:9]1[CH:10]=[CH:11][C:12]([C:15]2[S:16][C:17]3[CH:23]=[C:22]([CH3:24])[CH:21]=[CH:20][C:18]=3[N:19]=2)=[CH:13][CH:14]=1)=[O:7] |f:1.2.3|. Procedure: Prepared as described in the Nitro Reduction section using 2-nitro-N-[4-(6-methylbenzothiazol-2-yl)-phenyl]-benzamide (0.5 g, 1.28 mmol) and tin (II) chloride dihydrate (1.45 g, 6.42 mmol) in EtOH (50 ml) to give the title compound (0.063 g, 14%) as a tan needles after recrystallisation from EtOH. Starting materials: ClC=1C=CC(=C(/C=C/C(=O)OC)C1)NS(=O)(=O)C1=CC=CC=C1 (methyl trans-5-chloro-2-(phenylsulfonylamino)cinnamate), BrCC(=O)C1=NC=C(C=C1)Cl (2-bromoacetyl-5-chloropyridine). Product: COC(CC1=C(NC2=CC=C(C=C12)Cl)C(=O)C1=NC=C(C=C1)Cl)=O (Methyl[5-chloro-2-(5-chloropyridine-2-carbonyl)-1H-indol-3-yl]acetate). As a reaction SMILES: [Cl:1][C:2]1[CH:3]=[CH:4][C:5]([NH:14]S(C2C=CC=CC=2)(=O)=O)=[C:6]([CH:13]=1)/[CH:7]=[CH:8]/[C:9]([O:11][CH3:12])=[O:10].Br[CH2:25][C:26]([C:28]1[CH:33]=[CH:32][C:31]([Cl:34])=[CH:30][N:29]=1)=[O:27]>>[CH3:12][O:11][C:9](=[O:10])[CH2:8][C:7]1[C:6]2[C:5](=[CH:4][CH:3]=[C:2]([Cl:1])[CH:13]=2)[NH:14][C:25]=1[C:26]([C:28]1[CH:33]=[CH:32][C:31]([Cl:34])=[CH:30][N:29]=1)=[O:27]. Procedure: The title compound was prepared according to the procedure described in Example 57 from methyl trans-5-chloro-2-(phenylsulfonylamino)cinnamate (Example 36, step 3) and 2-bromoacetyl-5-chloropyridine*. The reactants are O (water), C([O-])([O-])=O.[K+].[K+] (Potassium carbonate), CC1=CNC2=CC(=CC=C12)C(=O)OC (methyl 3-methyl-1H-indole-6-carboxylate), ClC1=NC=C(C=N1)C1=C(C=CC=C1)F (2-chloro-5-(2-fluorophenyl)-pyrimidine). Reagents/catalysts: CN(C)C=1C=CN=CC1 (DMAP). Run in CS(=O)C (DMSO). Conditions: temperature 100 celsius, time 1 hour. The product is FC1=C(C=CC=C1)C=1C=NC(=NC1)N1C=C(C2=CC=C(C=C12)C(=O)OC)C (Methyl 1-(5-(2-fluorophenyl)pyrimidin-2-yl)-3-methyl-1H-indole-6-carboxylate). Reaction SMILES: C(=O)([O-])[O-].[K+].[K+].[CH3:7][C:8]1[C:16]2[C:11](=[CH:12][C:13]([C:17]([O:19][CH3:20])=[O:18])=[CH:14][CH:15]=2)[NH:10][CH:9]=1.Cl[C:22]1[N:27]=[CH:26][C:25]([C:28]2[CH:33]=[CH:32][CH:31]=[CH:30][C:29]=2[F:34])=[CH:24][N:23]=1.O>CN(C1C=CN=CC=1)C.CS(C)=O>[F:34][C:29]1[CH:30]=[CH:31][CH:32]=[CH:33][C:28]=1[C:25]1[CH:26]=[N:27][C:22]([N:10]2[C:11]3[C:16](=[CH:15][CH:14]=[C:13]([C:17]([O:19][CH3:20])=[O:18])[CH:12]=3)[C:8]([CH3:7])=[CH:9]2)=[N:23][CH:24]=1 |f:0.1.2|. Procedure: Potassium carbonate (1.61 g, 11.6 mmol) and DMAP (0.18 g, 1.45 mmol) were added to a solution of methyl 3-methyl-1H-indole-6-carboxylate (1.1 g, 5.81 mmol) and 2-chloro-5-(2-fluorophenyl)-pyrimidine (1.21 g, 5.81 mmol) in dry DMSO (10 mL). The solution was stirred at 100° C. for 1 h, then cooled to room temperature and slowly poured into vigorously stirred water (100 mL). The precipitating solid was filtered off, washed with water and dried in vacuum. Light-brown solid. Yield: 1.89 g (80% chemic...